This data is from the Open Reaction Database (ORD), a public repository of structured organic reaction records. The task is: describe an organic reaction: reactants, conditions, products, and yield The reactants are CC(C)(C)OC(=O)N1CCc2c(cc(CO[Si](c3ccccc3)(c3ccccc3)C(C)(C)C)n2C(=O)OC(C)(C)C)C1, CCOC(C)=O, F, O, c1ccncc1. The product is CC(C)(C)OC(=O)N1CCc2c(cc(CO)n2C(=O)OC(C)(C)C)C1. Reaction SMILES: [C:1]([CH3:2])([CH3:3])([CH3:4])[O:5][C:6](=[O:7])[n:8]1[c:9]([CH2:24][O:25][Si:26]([C:27]([CH3:28])([CH3:29])[CH3:30])([c:31]2[cH:32][cH:33][cH:34][cH:35][cH:36]2)[c:37]2[cH:38][cH:39][cH:40][cH:41][cH:42]2)[cH:10][c:11]2[c:16]1[CH2:15][CH2:14][N:13]([C:17](=[O:18])[O:19][C:20]([CH3:21])([CH3:22])[CH3:23])[CH2:12]2.[CH3:44][CH2:45][O:46][C:47](=[O:48])[CH3:49].[FH:43].[OH2:50].[cH:51]1[cH:52][cH:53][n:54][cH:55][cH:56]1>>[C:1]([CH3:2])([CH3:3])([CH3:4])[O:5][C:6](=[O:7])[n:8]1[c:9]([CH2:24][OH:25])[cH:10][c:11]2[c:16]1[CH2:15][CH2:14][N:13]([C:17](=[O:18])[O:19][C:20]([CH3:21])([CH3:22])[CH3:23])[CH2:12]2.